From a dataset of the Open Reaction Database (ORD), a public repository of structured organic reaction records. describe an organic reaction: reactants, conditions, products, and yield Reactants: COC(CN=C=O)c1cccc(C(F)(F)F)c1, C1CCOC1, O=C1NC(=O)C(Cc2ccc(O)cc2)S1. Product: COC(CNC(=O)Oc1ccc(CC2SC(=O)NC2=O)cc1)c1cccc(C(F)(F)F)c1. Reaction SMILES: [F:1][C:2]([c:3]1[cH:4][c:5]([CH:9]([CH2:10][N:11]=[C:12]=[O:13])[O:14][CH3:15])[cH:6][cH:7][cH:8]1)([F:16])[F:17].[O:33]1[CH2:34][CH2:35][CH2:36][CH2:37]1.[OH:18][c:19]1[cH:20][cH:21][c:22]([CH2:25][CH:26]2[C:27](=[O:32])[NH:28][C:29](=[O:31])[S:30]2)[cH:23][cH:24]1>>[F:1][C:2]([c:3]1[cH:4][c:5]([CH:9]([CH2:10][NH:11][C:12](=[O:13])[O:18][c:19]2[cH:20][cH:21][c:22]([CH2:25][CH:26]3[C:27](=[O:32])[NH:28][C:29](=[O:31])[S:30]3)[cH:23][cH:24]2)[O:14][CH3:15])[cH:6][cH:7][cH:8]1)([F:16])[F:17]. Starting materials: C1(=CC=CC=C1)CCC1=NC=2C=CC=C3C(CCN1C23)S (5,6-dihydro-2-(2-phenylethyl)-4H-imidazo[4,5,1-ij]quinoline-6-thiol), [H-].[Na+] (sodium hydride), Ice water, CI (methyl iodide). Run in O1CCCC1 (tetrahydrofuran), O1CCCC1 (tetrahydrofuran). Conditions: time 1 hour. Product: CSC1CCN2C3=C(C=CC=C13)N=C2CCC2=CC=CC=C2 (5,6-dihydro-6-methylthio-2-(2-phenylethyl)-4H-imidazo[4,5,1-ij]quinoline). RXN SMILES: [H-].[Na+].[C:3]1([CH2:9][CH2:10][C:11]2[N:21]3[C:22]4[C:17]([CH:18]([SH:23])[CH2:19][CH2:20]3)=[CH:16][CH:15]=[CH:14][C:13]=4[N:12]=2)[CH:8]=[CH:7][CH:6]=[CH:5][CH:4]=1.[CH3:24]I>O1CCCC1>[CH3:24][S:23][CH:18]1[C:17]2[C:22]3=[C:13]([N:12]=[C:11]([CH2:10][CH2:9][C:3]4[CH:8]=[CH:7][CH:6]=[CH:5][CH:4]=4)[N:21]3[CH2:20][CH2:19]1)[CH:14]=[CH:15][CH:16]=2 |f:0.1|. Procedure: The mixture of 60% sodium hydride (245 mg) and anhydrous tetrahydrofuran (20 mL) under an argon atmosphere was added dropwise the solusion of 5,6-dihydro-2-(2-phenylethyl)-4H-imidazo[4,5,1-ij]quinoline-6-thiol (0.45 g) obtained in Example 28 in anhydrous tetrahydrofuran (20 mL) at room temperature. After stirring for 1 hr at room temperature, methyl iodide (0.95 mL) was added dropwise and the mixture was stirred for 30 min. Ice water was added to the reaction solution and stirred; thereafter, th... The reactants are S(=O)(=O)(Cl)Cl (sulfuryl chloride), ClCCl (dichloromethane), BrC1=CC=C2C(=CC=NC2=C1)C1=C2N(N=C1C1=NC=CC=C1)CCC2 (7-bromo-4-(2-pyridin-2-yl-5,6-dihydro-4H-pyrrolo[1,2-b]pyrazol-3-yl)-quinoline). Solvent: N1=CC=CC=C1 (pyridine). Run at time 18 hour. Yields the product BrC1=CC=C2C(=CC=NC2=C1)C1=C2N(N=C1C1=NC=CC=C1)CCC2Cl (7-Bromo-4-(4-chloro-2-pyridin-2-yl-5,6-dihydro-4H-pyrrolo[1,2-b]pyrazol-3-yl)-quinoline). RXN SMILES: S(Cl)(Cl)(=O)=O.Cl[CH2:7][Cl:8].[Br:9][C:10]1[CH:19]=[C:18]2[C:13]([C:14]([C:20]3[C:24]([C:25]4[CH:30]=[CH:29][CH:28]=[CH:27][N:26]=4)=[N:23][N:22]4[CH2:31][CH2:32]C[C:21]=34)=[CH:15][CH:16]=[N:17]2)=[CH:12][CH:11]=1>N1C=CC=CC=1>[Br:9][C:10]1[CH:19]=[C:18]2[C:13]([C:14]([C:20]3[C:24]([C:25]4[CH:30]=[CH:29][CH:28]=[CH:27][N:26]=4)=[N:23][N:22]4[CH2:31][CH2:32][CH:7]([Cl:8])[C:21]=34)=[CH:15][CH:16]=[N:17]2)=[CH:12][CH:11]=1. Reported procedure: A solution of 1 M sulfuryl chloride in dichloromethane (20 mL, 20 mmol) is added to a solution of 7-bromo-4-(2-pyridin-2-yl-5,6-dihydro-4H-pyrrolo[1,2-b]pyrazol-3-yl)-quinoline (2.2 g, 5.62 mmol) in dry pyridine (50 mL). The mixture is stirred for 18 h and concentrated in vacuo. The residue is partitioned between chloroform and saturated sodium chloride. The organic layer is dried (sodium sulfate), filtered, concentrated in vacuo, and the residue chromatographed on SiO2 (dichloromethane to 20% m... Reactants: [H-].[Na+] (sodium hydride), IC (iodomethane), ClC1=CC=C(NC(C(C(C(C)C)O)(C)C)=O)C=C1 (4′-chloro-3-hydroxy-2,2,4-trimethylvaleranilide). Solvent: CN(C(C)=O)C (N,N-dimethylacetamide), O (water), CN(C(C)=O)C (N,N-dimethylacetamide). Run at time 40 minute. Product: ethyl acetate hexanes, ClC1=CC=C(NC(C(C(C(C)C)OC)(C)C)=O)C=C1 (4′-Chloro-3-methoxy-2,2,4-trimethyl-valeranilide). The yield is 44.7%. As a reaction SMILES: [H-].[Na+].[Cl:3][C:4]1[CH:20]=[CH:19][C:7]([NH:8][C:9](=[O:18])[C:10]([CH3:17])([CH3:16])[CH:11]([OH:15])[CH:12]([CH3:14])[CH3:13])=[CH:6][CH:5]=1.I[CH3:22]>CN(C)C(=O)C.O>[Cl:3][C:4]1[CH:5]=[CH:6][C:7]([NH:8][C:9](=[O:18])[C:10]([CH3:16])([CH3:17])[CH:11]([O:15][CH3:22])[CH:12]([CH3:13])[CH3:14])=[CH:19][CH:20]=1 |f:0.1|. Procedure details: To a stirred suspension of sodium hydride (0.25 g of a 60% dispersion in mineral oil, 5.1 mmol) in N,N-dimethylacetamide is added dropwise a solution of 4′-chloro-3-hydroxy-2,2,4-trimethylvaleranilide (1.5 g, 5.6 mmol) in N,N-dimethylacetamide. After stirring for 40 minutes at room temperature, iodomethane (1.58 g, 11.1 mmol) is added. The reaction mixture is stirred at room temperature for 18 hours, diluted with water, and extracted with ether. The combined organic extracts are washed with brin... Reactants: COC(=O)C=1OC(=C(C1)CNC1=CC=C(C=C1)C1=CC=CC=C1)C (4-(Biphenyl-4-ylaminomethyl)-5-methyl-furan-2-carboxylic acid methyl ester), potassium trimethylsilanoate. Run in O1CCCC1 (tetrahydrofuran). Conditions: time 3 hour. The product is C1(=CC=C(C=C1)NCC=1C=C(OC1C)C(=O)O)C1=CC=CC=C1 (4-(Biphenyl-4-ylaminomethyl)-5-methyl-furan-2-carboxylic acid). Isolated yield 40.2%. RXN SMILES: C[O:2][C:3]([C:5]1[O:6][C:7]([CH3:24])=[C:8]([CH2:10][NH:11][C:12]2[CH:17]=[CH:16][C:15]([C:18]3[CH:23]=[CH:22][CH:21]=[CH:20][CH:19]=3)=[CH:14][CH:13]=2)[CH:9]=1)=[O:4]>O1CCCC1>[C:15]1([C:18]2[CH:23]=[CH:22][CH:21]=[CH:20][CH:19]=2)[CH:14]=[CH:13][C:12]([NH:11][CH2:10][C:8]2[CH:9]=[C:5]([C:3]([OH:4])=[O:2])[O:6][C:7]=2[CH3:24])=[CH:17][CH:16]=1. Procedure details: A solution of 4-(biphenyl-4-ylaminomethyl)-5-methyl-furan-2-carboxylic acid methyl ester (158) (91 mg, 0.283 mmoles) in dry tetrahydrofuran (5 ml) was treated with potassium trimethylsilanoate (182 mg, 1.42 mmoles) and the mixture stirred under an argon atmosphere for 3 hours. After evaporation of the solvent, the residue was purified by HPLC (gradient: 15% acetonitrile/85% water containing 0.1% trifluoroacetic acid to 55% acetonitrile/45% water at a rate of 1%/min) to afford compound 160(35 mg)... Starting materials: O=[N+]([O-])c1ccc(Br)cn1, CN1CCCNCC1, CS(C)=O, [K+], [K+], O=C([O-])[O-], O. Product: CN1CCCN(c2ccc([N+](=O)[O-])nc2)CC1. As a reaction SMILES: [Br:15][c:16]1[cH:17][cH:18][c:19]([N+:22](=[O:23])[O-:24])[n:20][cH:21]1.[CH3:1][N:2]1[CH2:3][CH2:4][NH:5][CH2:6][CH2:7][CH2:8]1.[CH3:26][S:27]([CH3:28])=[O:29].[K+:10].[K+:9].[O-:11][C:12]([O-:13])=[O:14].[OH2:25]>>[CH3:1][N:2]1[CH2:3][CH2:4][N:5]([c:16]2[cH:17][cH:18][c:19]([N+:22](=[O:23])[O-:24])[n:20][cH:21]2)[CH2:6][CH2:7][CH2:8]1.